From a dataset of the Open Reaction Database (ORD), a public repository of structured organic reaction records. describe an organic reaction: reactants, conditions, products, and yield Starting materials: ferric chloride, O (water), BrC1=CC(=C(C=O)C=C1)F (4-bromo-2-fluorobenzaldehyde), cuprous cyanide, CN(C=O)C (dimethylformamide). The solvent is Cl (hydrochloric acid). Conditions: temperature 150 celsius. The product is C(#N)C1=CC(=C(C=O)C=C1)F (4-cyano-2-fluorobenzaldehyde). As a reaction SMILES: Br[C:2]1[CH:9]=[CH:8][C:5]([CH:6]=[O:7])=[C:4]([F:10])[CH:3]=1.O.[CH3:12][N:13](C)C=O>Cl>[C:12]([C:2]1[CH:9]=[CH:8][C:5]([CH:6]=[O:7])=[C:4]([F:10])[CH:3]=1)#[N:13]. Procedure: A stirred mixture of 4-bromo-2-fluorobenzaldehyde (39 g, 192 mmol) and cuprous cyanide (18.9 g, 211 mmol) in dimethylformamide (100 ml) was heated to 150° C. for 12 hours under nitrogen atmosphere. The dark solution was cooled and a solution of ferric chloride (34 g, 211 mmol) in hydrochloric acid (2M, 100 ml) was added, followed by water (100 ml). Solid crystallised from the mixture and was filtered, washed with water and dried at 40° C. in vacuo. Recrystallisation from cyclohexane (500 ml) gav...